Task: describe an organic reaction: reactants, conditions, products, and yield. Dataset: the Open Reaction Database (ORD), a public repository of structured organic reaction records Reactants: Br, CCOCC, OCCC1CCCCC1, BrP(Br)Br, O=S(=O)(O)O. Yields the product BrCCC1CCCCC1. RXN SMILES: [BrH:14].[CH3:20][CH2:21][O:22][CH2:23][CH3:24].[OH:1][CH2:2][CH2:3][CH:4]1[CH2:5][CH2:6][CH2:7][CH2:8][CH2:9]1.[P:10]([Br:11])([Br:12])[Br:13].[S:15](=[O:16])(=[O:17])([OH:18])[OH:19]>>[CH2:2]([CH2:3][CH:4]1[CH2:5][CH2:6][CH2:7][CH2:8][CH2:9]1)[Br:11]. Starting materials: BrC1=CC2=C(C=N1)C=C(N2)C=2C=NN(C2)C (6-Bromo-2-(1-methyl-1H-pyrazol-4-yl)-1H-pyrrolo[3,2-c]pyridine), C(CC)OC(=O)Cl (propylchloroformate). The product is C(CC)OC(=O)N1C(=CC=2C=NC(=CC21)Br)C=2C=NN(C2)C (Propyl-6-bromo-2-(1-methyl-1H-pyrazol-4-yl)-1H-pyrrolo[3,2-c]pyridine-1-carboxylate). As a reaction SMILES: [Br:1][C:2]1[N:7]=[CH:6][C:5]2[CH:8]=[C:9]([C:11]3[CH:12]=[N:13][N:14]([CH3:16])[CH:15]=3)[NH:10][C:4]=2[CH:3]=1.[CH2:17]([O:20][C:21](Cl)=[O:22])[CH2:18][CH3:19]>>[CH2:17]([O:20][C:21]([N:10]1[C:4]2[CH:3]=[C:2]([Br:1])[N:7]=[CH:6][C:5]=2[CH:8]=[C:9]1[C:11]1[CH:12]=[N:13][N:14]([CH3:16])[CH:15]=1)=[O:22])[CH2:18][CH3:19]. Procedure details: Prepared according to Preparation 128 using 6-Bromo-2-(1-methyl-1H-pyrazol-4-yl)-1H-pyrrolo[3,2-c]pyridine (Preparation 22) and propylchloroformate. 1H-NMR (500 MHz, CDCl3): δ 0.96 (t, J=7.4 Hz, 3H), 1.38 (m, 2H), 3.97 (s, 3H), 4.36 (t, J=6.7 Hz, 2H), 6.59 (s, 1H), 7.62 (s, 1H), 7.65 (s, 1H), 8.17 (s. 1H), 8.56 (s, 1H) RXN SMILES: [C:30](=[O:31])([OH:32])[O-:33].[CH3:64][C:65](=[O:66])[CH3:67].[NH2:1][CH2:2][CH2:3][CH2:4][CH2:5][CH:6]([CH2:7][O:8][P:9]([OH:10])([OH:11])=[O:12])[N:13]([CH2:14][CH:15]([CH3:16])[CH3:17])[S:18](=[O:19])(=[O:20])[c:21]1[cH:22][cH:23][c:24]([NH2:27])[cH:25][cH:26]1.[Na+:29].[Na+:34].[O:35]=[C:36]1[CH2:37][CH2:38][C:39](=[O:40])[N:41]1[O:42][C:43]([CH:44]([CH:45]([c:46]1[cH:47][cH:48][cH:49][cH:50][cH:51]1)[c:52]1[cH:53][cH:54][cH:55][cH:56][cH:57]1)[NH:58][C:59](=[O:60])[O:61][CH3:62])=[O:63].[OH-:28]>>[NH:1]([CH2:2][CH2:3][CH2:4][CH2:5][CH:6]([CH2:7][O:8][P:9]([OH:10])([OH:11])=[O:12])[N:13]([CH2:14][CH:15]([CH3:16])[CH3:17])[S:18](=[O:19])(=[O:20])[c:21]1[cH:22][cH:23][c:24]([NH2:27])[cH:25][cH:26]1)[C:43](=[O:42])[CH:44]([CH:45]([c:46]1[cH:47][cH:48][cH:49][cH:50][cH:51]1)[c:52]1[cH:53][cH:54][cH:55][cH:56][cH:57]1)[NH:58][C:59](=[O:60])[O:61][CH3:62]. Starting materials: O=C([O-])O, CC(C)=O, CC(C)CN(C(CCCCN)COP(=O)(O)O)S(=O)(=O)c1ccc(N)cc1, [Na+], [Na+], COC(=O)NC(C(=O)ON1C(=O)CCC1=O)C(c1ccccc1)c1ccccc1, [OH-]. Product: COC(=O)NC(C(=O)NCCCCC(COP(=O)(O)O)N(CC(C)C)S(=O)(=O)c1ccc(N)cc1)C(c1ccccc1)c1ccccc1. The reactants are FC(S(=O)(=O)OC1=CC(N(C=C1)CC1=CC(=CC=C1)F)=O)(F)F (1-(3-fluorobenzyl)-1,2-dihydro-2-oxopyridin-4-yl trifluoromethanesulfonate), COC1=CC=C(C=C1)B(O)O (4-methoxyphenyl boronic acid). Product: FC=1C=C(CN2C(C=C(C=C2)C2=CC=C(C=C2)OC)=O)C=CC1 (1-(3-Fluorobenzyl)-4-(4-methoxyphenyl)pyridin-2(1H)-one). Isolated yield 60.7%. RXN SMILES: FC(F)(F)S(O[C:7]1[CH:12]=[CH:11][N:10]([CH2:13][C:14]2[CH:19]=[CH:18][CH:17]=[C:16]([F:20])[CH:15]=2)[C:9](=[O:21])[CH:8]=1)(=O)=O.[CH3:24][O:25][C:26]1[CH:31]=[CH:30][C:29](B(O)O)=[CH:28][CH:27]=1>>[F:20][C:16]1[CH:15]=[C:14]([CH:19]=[CH:18][CH:17]=1)[CH2:13][N:10]1[CH:11]=[CH:12][C:7]([C:29]2[CH:30]=[CH:31][C:26]([O:25][CH3:24])=[CH:27][CH:28]=2)=[CH:8][C:9]1=[O:21]. Procedure: According to Scheme 13 Method C: The title compound was prepared from 1-(3-fluorobenzyl)-1,2-dihydro-2-oxopyridin-4-yl trifluoromethanesulfonate (1 eq, 0.28 mmol, 0.10 g) and 4-methoxyphenyl boronic acid (1.5 eq, 0.43 mmol, 65 mg) according to the procedure described for Example 1 Step 3. The crude product was purified by flash chromatography on silica gel using cyclohexane/AcOEt 70/30 as eluent to afford the title compound (0.17 mmol, 52 mg, 59%) was obtained as a white solid.